From a dataset of the Open Reaction Database (ORD), a public repository of structured organic reaction records. describe an organic reaction: reactants, conditions, products, and yield The reactants are CC(C)OC(=O)N1CCC(COS(C)(=O)=O)CC1, CS(=O)(=O)c1ccc(-c2ccc(O)c(F)c2)nc1, [K+], [K+], O=C([O-])[O-], CN(C)C=O, O. Yields the product CC(C)OC(=O)N1CCC(COc2ccc(-c3ccc(S(C)(=O)=O)cn3)cc2F)CC1. RXN SMILES: [CH3:19][S:20]([O:21][CH2:24][CH:25]1[CH2:26][CH2:27][N:28]([C:31](=[O:32])[O:33][CH:34]([CH3:35])[CH3:36])[CH2:29][CH2:30]1)(=[O:22])=[O:23].[F:1][c:2]1[c:3]([OH:18])[cH:4][cH:5][c:6](-[c:8]2[n:9][cH:10][c:11]([S:14](=[O:15])(=[O:16])[CH3:17])[cH:12][cH:13]2)[cH:7]1.[K+:37].[K+:38].[O-:39][C:40]([O-:41])=[O:42].[O:44]=[CH:45][N:46]([CH3:47])[CH3:48].[OH2:43]>>[F:1][c:2]1[c:3]([O:18][CH2:24][CH:25]2[CH2:26][CH2:27][N:28]([C:31](=[O:32])[O:33][CH:34]([CH3:35])[CH3:36])[CH2:29][CH2:30]2)[cH:4][cH:5][c:6](-[c:8]2[n:9][cH:10][c:11]([S:14](=[O:15])(=[O:16])[CH3:17])[cH:12][cH:13]2)[cH:7]1.